This data is from the Open Reaction Database (ORD), a public repository of structured organic reaction records. The task is: describe an organic reaction: reactants, conditions, products, and yield Yields the product CN(C)C(=O)C(N)CO. Starting materials: CCOCC, CN(C)C=O, CO, CN(C)C(=O)C(N)COC(=O)C(F)(F)F, [Na+], [OH-]. RXN SMILES: [CH2:18]([O:19][CH2:20][CH3:21])[CH3:22].[CH3:23][N:24]([CH3:25])[CH:26]=[O:27].[CH3:28][OH:29].[F:1][C:2]([F:3])([F:4])[C:14]([O:5][CH2:6][CH:7]([NH2:8])[C:9](=[O:10])[N:11]([CH3:12])[CH3:13])=[O:15].[Na+:17].[OH-:16]>>[OH:5][CH2:6][CH:7]([NH2:8])[C:9](=[O:10])[N:11]([CH3:12])[CH3:13].